Dataset: the Open Reaction Database (ORD), a public repository of structured organic reaction records. Task: describe an organic reaction: reactants, conditions, products, and yield Reactants: aqueous solution, O[Li].O (LiOH.H2O), COC(=O)C=1SC(=CC1N(C(C)C)C(=O)C1C(CC(CC1)C)OC(C)=O)C1=CC(=CC=C1)F (3[(2-Acetoxy-4-methyl-cyclohexanecarbonyl)-isopropyl-amino]-5-(3-fluoro-phenyl)-thi-ophene-2-carboxylic acid methyl ester). The solvent is C1CCOC1.CO.O (THF MeOH H2O). Run at time 12 hour. Product: FC=1C=C(C=CC1)C1=CC(=C(S1)C(=O)O)N(C(C)C)C(=O)C1C(CC(CC1)C)O (5-(3-fluoro-phenyl)-3-[(2-hydroxy-4-methyl-cyclohexanecarbonyl)-isopropyl-amino]-thiophene-2-carboxylic acid). Isolated yield 56.8%. Reaction SMILES: C[O:2][C:3]([C:5]1[S:6][C:7]([C:27]2[CH:32]=[CH:31][CH:30]=[C:29]([F:33])[CH:28]=2)=[CH:8][C:9]=1[N:10]([C:14]([CH:16]1[CH2:21][CH2:20][CH:19]([CH3:22])[CH2:18][CH:17]1[O:23]C(=O)C)=[O:15])[CH:11]([CH3:13])[CH3:12])=[O:4].O[Li].O>C1COCC1.CO.O>[F:33][C:29]1[CH:28]=[C:27]([C:7]2[S:6][C:5]([C:3]([OH:4])=[O:2])=[C:9]([N:10]([C:14]([CH:16]3[CH2:21][CH2:20][CH:19]([CH3:22])[CH2:18][CH:17]3[OH:23])=[O:15])[CH:11]([CH3:12])[CH3:13])[CH:8]=2)[CH:32]=[CH:31][CH:30]=1 |f:1.2,3.4.5|. Reported procedure: 3[(2-Acetoxy-4-methyl-cyclohexanecarbonyl)-isopropyl-amino]-5-(3-fluoro-phenyl)-thi-ophene-2-carboxylic acid methyl ester (30 mg, 0.063 mmol) was taken in a mixture of THF:MeOH:H2O (3:2:1, 2 mL) and then added 1N aqueous solution of LiOH.H2O (0.38 mL, 0.380 mmol). The reaction mixture was stirred at room temperature for 12 h. Solvents were removed and the residue was partitioned between water and ethyl acetate. The aqueous layer was acidified using 10% KHSO4 solution. The organic layer was separ... The reactants are CC#CC(CC(=O)OC)c1ccc(OCC2=CC3(CCCC3)CCC2)cc1, Cl, [Na+], C1CCOC1, [OH-]. Product: CC#CC(CC(=O)O)c1ccc(OCC2=CC3(CCCC3)CCC2)cc1. Reaction SMILES: [CH3:1][O:2][C:3]([CH2:4][CH:5]([C:6]#[C:7][CH3:8])[c:9]1[cH:10][cH:11][c:12]([O:15][CH2:16][C:17]2=[CH:18][C:19]3([CH2:20][CH2:21][CH2:22][CH2:23]3)[CH2:24][CH2:25][CH2:26]2)[cH:13][cH:14]1)=[O:27].[ClH:30].[Na+:29].[O:31]1[CH2:32][CH2:33][CH2:34][CH2:35]1.[OH-:28]>>[O:2]=[C:3]([CH2:4][CH:5]([C:6]#[C:7][CH3:8])[c:9]1[cH:10][cH:11][c:12]([O:15][CH2:16][C:17]2=[CH:18][C:19]3([CH2:20][CH2:21][CH2:22][CH2:23]3)[CH2:24][CH2:25][CH2:26]2)[cH:13][cH:14]1)[OH:27]. The reactants are [BH4-], C1CCOC1, Cl, O=C1CCC(c2ccc(O)c(F)c2)CC1, [Na+], O. Yields the product Oc1ccc(C2CCC(O)CC2)cc1F. As a reaction SMILES: [BH4-:1].[CH2:20]1[O:21][CH2:22][CH2:23][CH2:24]1.[ClH:18].[F:3][c:4]1[cH:5][c:6]([CH:11]2[CH2:12][CH2:13][C:14](=[O:17])[CH2:15][CH2:16]2)[cH:7][cH:8][c:9]1[OH:10].[Na+:2].[OH2:19]>>[F:3][c:4]1[cH:5][c:6]([CH:11]2[CH2:12][CH2:13][CH:14]([OH:17])[CH2:15][CH2:16]2)[cH:7][cH:8][c:9]1[OH:10]. The reactants are CC1=CCCC(CCC1)(O)C (1,5-dimethylcyclooct-1-en-5-ol), O=[Si]=O (quartz glass), [Na] (sodium), Example II ( b ), CCCCCCCCCCCCCCCC (n-hexadecane). Solvent: C1CCCCC1 (cyclohexane). Product: CC(C=C)(CCC=C(C)C)O (3,7-dimethylocta-1,6-dien-3-ol). As a reaction SMILES: [CH3:1][C:2]1[CH2:9][CH2:8][CH2:7][C:6]([CH3:11])([OH:10])[CH2:5][CH2:4][CH:3]=1.CCCCCCCCCCCCCCCC.O=[Si]=O.[Na]>C1CCCCC1>[CH3:11][C:6]([OH:10])([CH2:7][CH2:8][CH:9]=[C:2]([CH3:3])[CH3:1])[CH:5]=[CH2:4] |^1:30|. Procedure details: A mixture of 1,5-dimethylcyclooct-1-en-5-ol (prepared as in Example II (b) 100, cyclohexane and n-hexadecane in the volume ratio 1:2:1 was passed at a rate of 12 ml/hour together with nitrogen gas at one 1/hour through a 30 cm quartz glass tube filled with 3 mm sodium glass beads at 540° C. It was shown by GLC that under these conditions the conversion of starting material was 39% and the selectivity to the required product was 87%. The alpha-linalool was recovered by distillation b.p. 91°-92° C...